From a dataset of the Open Reaction Database (ORD), a public repository of structured organic reaction records. describe an organic reaction: reactants, conditions, products, and yield Reactants: CCOCC, O=C(O)C1=C(C2CCC2)N2CCCN=C2S1, O=S(Cl)Cl. The product is O=C(Cl)C1=C(C2CCC2)N2CCCN=C2S1. Reaction SMILES: [CH2:21]([O:22][CH2:23][CH3:24])[CH3:25].[CH:5]1([C:9]2=[C:10]([C:18](=[O:19])[OH:20])[S:11][C:12]3=[N:17][CH2:16][CH2:15][CH2:14][N:13]23)[CH2:6][CH2:7][CH2:8]1.[S:1]([Cl:2])([Cl:3])=[O:4]>>[Cl:3][C:18]([C:10]1=[C:9]([CH:5]2[CH2:6][CH2:7][CH2:8]2)[N:13]2[C:12](=[N:17][CH2:16][CH2:15][CH2:14]2)[S:11]1)=[O:20]. Starting materials: BrC=1C=C(C=CC1)N1C=NC2=C1C=CC(=C2)C(C)NC=O (N-{1-[1-(3-bromo-phenyl)-1H-benzoimidazol-5-yl]-ethyl}-formamide), COC1=NC=C(C(=N1)OC)B(O)O (2,4-dimethoxypyrimidine-5-boronic acid). Product: COC1=NC=C(C(=N1)OC)C=1C=C(C=CC1)N1C=NC2=C1C=CC(=C2)C(C)NC=O (N-(1-{1-[3-(2,4-Dimethoxy-pyrimidin-5-yl)-phenyl]-1H-benzoimidazol-5-yl}-ethyl)-formamide). Isolated yield 81.0%. RXN SMILES: Br[C:2]1[CH:3]=[C:4]([N:8]2[C:12]3[CH:13]=[CH:14][C:15]([CH:17]([NH:19][CH:20]=[O:21])[CH3:18])=[CH:16][C:11]=3[N:10]=[CH:9]2)[CH:5]=[CH:6][CH:7]=1.[CH3:22][O:23][C:24]1[N:29]=[C:28]([O:30][CH3:31])[C:27](B(O)O)=[CH:26][N:25]=1>>[CH3:22][O:23][C:24]1[N:29]=[C:28]([O:30][CH3:31])[C:27]([C:2]2[CH:3]=[C:4]([N:8]3[C:12]4[CH:13]=[CH:14][C:15]([CH:17]([NH:19][CH:20]=[O:21])[CH3:18])=[CH:16][C:11]=4[N:10]=[CH:9]3)[CH:5]=[CH:6][CH:7]=2)=[CH:26][N:25]=1. Procedure details: This was prepared analogously from N-{1-[1-(3-bromo-phenyl)-1H-benzoimidazol-5-yl]-ethyl}-formamide and 2,4-dimethoxypyrimidine-5-boronic acid in 81% yield. LC-ESI-HRMS of [M+H]+ shows 404.1729 Da. Calc. 404.172265 Da. dev. 1.6 ppm.